Task: describe an organic reaction: reactants, conditions, products, and yield. Dataset: the Open Reaction Database (ORD), a public repository of structured organic reaction records Reactants: C1(=CC=CC2=CC=CC=C12)N1N=NC(=C1SCC(=O)OCC)[Si](C)(C)C (ethyl 2-(1-(naphthalen-1-yl)-4-(trimethylsilyl)-1H-1,2,3-triazol-5-ylthio)acetate), [OH-].[Na+] (sodium hydroxide). Solvent: CO (methanol). Product: C1(=CC=CC2=CC=CC=C12)N1N=NC(=C1SCC(=O)O)[Si](C)(C)C (2-(1-(naphthalen-1-yl)-4-(trimethylsilyl)-1H-1,2,3-triazol-5-ylthio)acetic acid). Reaction SMILES: [C:1]1([N:11]2[C:15]([S:16][CH2:17][C:18]([O:20]CC)=[O:19])=[C:14]([Si:23]([CH3:26])([CH3:25])[CH3:24])[N:13]=[N:12]2)[C:10]2[C:5](=[CH:6][CH:7]=[CH:8][CH:9]=2)[CH:4]=[CH:3][CH:2]=1.[OH-].[Na+]>CO>[C:1]1([N:11]2[C:15]([S:16][CH2:17][C:18]([OH:20])=[O:19])=[C:14]([Si:23]([CH3:26])([CH3:25])[CH3:24])[N:13]=[N:12]2)[C:10]2[C:5](=[CH:6][CH:7]=[CH:8][CH:9]=2)[CH:4]=[CH:3][CH:2]=1 |f:1.2|. Procedure details: A mixture of compound ethyl 2-(1-(naphthalen-1-yl)-4-(trimethylsilyl)-1H-1,2,3-triazol-5-ylthio)acetate (1 g, 2.6 mmol), aqueous sodium hydroxide solution (10%, 12 mL) and methanol (20 mL) was stirred at reflux for 2 hours. The reaction mixture was then cooled to room temperature and concentrated to a reduced volume. Water was added, the reaction neutralized with aqueous HCl solution (1N) and extracted with ethyl acetate. The organic layer was dried over sodium sulfate and concentrated under red... Reactants: O1COC2=C1C=CC(=C2)C=2C(=NN(C2NS(=O)(=O)C2=CC=C(C=C2)C(C)(C)C)CC2=CC=CC=C2)OCCO (N-[4-(1,3-benzodioxol-5-yl)-1-benzyl-3-(2-hydroxyethoxy)-1H-pyrazol-5-yl]-4-(tert-butyl)benzenesulfonamide), [H][H] (hydrogen). The solvent is C(C)(=O)O (acetic acid). Run at time 8 hour. Yields the product O1COC2=C1C=CC(=C2)C=2C(=NNC2NS(=O)(=O)C2=CC=C(C=C2)C(C)(C)C)OCCO (N-[4-(1,3-benzodioxol-5-yl)-3-(2-hydroxyethoxy)-1H-pyrazol-5-yl]-4-(tert-butyl)benzenesulfonamide). As a reaction SMILES: [O:1]1[C:5]2[CH:6]=[CH:7][C:8]([C:10]3[C:11]([O:36][CH2:37][CH2:38][OH:39])=[N:12][N:13](CC4C=CC=CC=4)[C:14]=3[NH:15][S:16]([C:19]3[CH:24]=[CH:23][C:22]([C:25]([CH3:28])([CH3:27])[CH3:26])=[CH:21][CH:20]=3)(=[O:18])=[O:17])=[CH:9][C:4]=2[O:3][CH2:2]1.[H][H]>C(O)(=O)C>[O:1]1[C:5]2[CH:6]=[CH:7][C:8]([C:10]3[C:11]([O:36][CH2:37][CH2:38][OH:39])=[N:12][NH:13][C:14]=3[NH:15][S:16]([C:19]3[CH:24]=[CH:23][C:22]([C:25]([CH3:28])([CH3:26])[CH3:27])=[CH:21][CH:20]=3)(=[O:18])=[O:17])=[CH:9][C:4]=2[O:3][CH2:2]1. Procedure details: N-[4-(1,3-benzodioxol-5-yl)-1-benzyl-3-(2-hydroxyethoxy)-1H-pyrazol-5-yl]-4-(tert-butyl)benzenesulfonamide (Example 78) (15.8 g) was dissolved in acetic acid (500 ml). Under an atmosphere of nitrogen, Pearlmann's catalyst (JM type 91, 1.6 g) was added and the reaction was stirred for 48 h under 4 bars of hydrogen at 50° C. The reaction mixture was filtered on a short pad of Celite® and concentrated under reduced pressure. To the oily residue was added water (300 ml) and dichloromethane (300 ml).... Starting materials: CC(C)C(=O)Cl, CCOc1nc(C(F)(F)F)cc(=O)n1-c1cc(O)c(Cl)cc1F, CCOCC, c1ccncc1. The product is CCOc1nc(C(F)(F)F)cc(=O)n1-c1cc(OC(=O)C(C)C)c(Cl)cc1F. As a reaction SMILES: [C:24]([CH:25]([CH3:26])[CH3:27])(=[O:28])[Cl:29].[CH2:1]([CH3:2])[O:3][c:4]1[n:5](-[c:15]2[c:16]([F:23])[cH:17][c:18]([Cl:22])[c:19]([OH:21])[cH:20]2)[c:6](=[O:14])[cH:7][c:8]([C:10]([F:11])([F:12])[F:13])[n:9]1.[CH3:36][CH2:37][O:38][CH2:39][CH3:40].[cH:30]1[cH:31][cH:32][n:33][cH:34][cH:35]1>>[CH2:1]([CH3:2])[O:3][c:4]1[n:5](-[c:15]2[c:16]([F:23])[cH:17][c:18]([Cl:22])[c:19]([O:21][C:24]([CH:25]([CH3:26])[CH3:27])=[O:28])[cH:20]2)[c:6](=[O:14])[cH:7][c:8]([C:10]([F:11])([F:12])[F:13])[n:9]1. Reactants: CCC(=O)Cl, C1CCOC1, CCCC1=NNC(=O)C1=C1C=C(Sc2ccc(N)cc2)c2ccccc2N1. Product: CCCC1=NNC(=O)C1=C1C=C(Sc2ccc(NC(=O)CC)cc2)c2ccccc2N1. As a reaction SMILES: [C:28]([CH2:29][CH3:30])(=[O:31])[Cl:32].[CH2:33]1[O:34][CH2:35][CH2:36][CH2:37]1.[NH2:1][c:2]1[cH:3][cH:4][c:5]([S:8][C:9]2=[CH:10][C:11](=[C:19]3[C:20]([CH2:25][CH2:26][CH3:27])=[N:21][NH:22][C:23]3=[O:24])[NH:12][c:13]3[cH:14][cH:15][cH:16][cH:17][c:18]32)[cH:6][cH:7]1>>[NH:1]([c:2]1[cH:3][cH:4][c:5]([S:8][C:9]2=[CH:10][C:11](=[C:19]3[C:20]([CH2:25][CH2:26][CH3:27])=[N:21][NH:22][C:23]3=[O:24])[NH:12][c:13]3[cH:14][cH:15][cH:16][cH:17][c:18]32)[cH:6][cH:7]1)[C:28]([CH2:29][CH3:30])=[O:31]. The reactants are COC=1C=C(C=C(C1OC)OC)O (3,4,5-trimethoxyphenol), C(C)(=O)OC(C)=O (acetic anhydride), ice. Yields the product C(C)(=O)OC1=CC(=C(C(=C1)OC)OC)OC (3,4,5-Trimethoxyphenyl acetate). Isolated yield 93.0%. RXN SMILES: [CH3:1][O:2][C:3]1[CH:4]=[C:5]([OH:13])[CH:6]=[C:7]([O:11][CH3:12])[C:8]=1[O:9][CH3:10].[C:14](OC(=O)C)(=[O:16])[CH3:15]>>[C:14]([O:13][C:5]1[CH:6]=[C:7]([O:11][CH3:12])[C:8]([O:9][CH3:10])=[C:3]([O:2][CH3:1])[CH:4]=1)(=[O:16])[CH3:15]. Procedure details: A solution of 3,4,5-trimethoxyphenol (5.52 g, 30 mmol) in acetic anhydride (15 mL) was refluxed for 4 h. The reaction mixture was poured onto crushed ice (50 g). The resulting precipitate was collected and washed with water. The residue was dried in vacuum at 50° C. for 24 h to afford white crystals (6.31 g, 93%), 74-75° C.; 1H NMR (CDCl3, 200 M Hz) δ 6.34 (s, 2H), 3.83 (s, 6H), 3.82 (s, 3H), 2.29 (s, 3H); 13C NMR (CDCl3, 50 M Hz) δ 169.6 (s), 153.5 (s, 2C), 146.7 (s), 135.8 (s), 99.1 (d, 2C), 6... The reactants are C1CCNCC1, CCO, Cc1c(Nc2ccc(C#N)cc2Cl)nc2c(C=O)cnn2c1NC1CC1, O=C1CNC(=O)N1, O. Product: Cc1c(Nc2ccc(C#N)cc2Cl)nc2c(C=C3NC(=O)NC3=O)cnn2c1NC1CC1. As a reaction SMILES: [CH2:34]1[CH2:35][CH2:36][NH:37][CH2:38][CH2:39]1.[CH3:40][CH2:41][OH:42].[Cl:8][c:9]1[cH:10][c:11]([C:12]#[N:13])[cH:14][cH:15][c:16]1[NH:17][c:18]1[n:19][c:20]2[n:21]([c:22]([NH:25][CH:26]3[CH2:27][CH2:28]3)[c:23]1[CH3:24])[n:29][cH:30][c:31]2[CH:32]=[O:33].[O:1]=[C:2]1[CH2:3][NH:4][C:5](=[O:6])[NH:7]1.[OH2:43]>>[O:1]=[C:2]1[C:3](=[CH:32][c:31]2[c:20]3[n:19][c:18]([NH:17][c:16]4[c:9]([Cl:8])[cH:10][c:11]([C:12]#[N:13])[cH:14][cH:15]4)[c:23]([CH3:24])[c:22]([NH:25][CH:26]4[CH2:27][CH2:28]4)[n:21]3[n:29][cH:30]2)[NH:4][C:5](=[O:6])[NH:7]1.